describe an organic reaction: reactants, conditions, products, and yield From a dataset of the Open Reaction Database (ORD), a public repository of structured organic reaction records. Starting materials: FC1=C(C#N)C=C(C=C1)F (2,5-difluoro-benzonitrile), CC=1N=CNC1 (4-methylimidazole), C([O-])([O-])=O.[K+].[K+] (potassium carbonate). Product: FC=1C=CC(=C(C#N)C1)N1C=NC(=C1)C (5-Fluoro-2-(4-methyl-imidazol-1-yl)-benzonitrile). Isolated yield 41.0%. RXN SMILES: F[C:2]1[CH:9]=[CH:8][C:7]([F:10])=[CH:6][C:3]=1[C:4]#[N:5].[CH3:11][C:12]1[N:13]=[CH:14][NH:15][CH:16]=1.C(=O)([O-])[O-].[K+].[K+]>>[F:10][C:7]1[CH:8]=[CH:9][C:2]([N:15]2[CH:16]=[C:12]([CH3:11])[N:13]=[CH:14]2)=[C:3]([CH:6]=1)[C:4]#[N:5] |f:2.3.4|. Procedure: As described for example 84a, 2,5-difluoro-benzonitrile was reacted with 4-methylimidazole and potassium carbonate for 20 h at 90° C. After aqueous workup and crystallization from ethyl acetate the title compound was obtained as a white solid (yield: 41%). MS: m/e=202.3 [M+H]+. Reactants: BrC=1SC=C(C1)S(=O)(=O)C (2-bromo-4-methanesulfonyl-thiophene), [F-].[Cs+] (caesium fluoride), C1(CCCC1)C=C(CO)B1OC(C(O1)(C)C)(C)C (3-cyclopentyl-2-(4,4,5,5-tetramethyl-[1,3,2]dioxaborolan-2-yl)-prop-2-en-1-ol), O (water). The reagents and catalysts are [Pd].C1(=CC=CC=C1)P(C1=CC=CC=C1)C1=CC=CC=C1.C1(=CC=CC=C1)P(C1=CC=CC=C1)C1=CC=CC=C1.C1(=CC=CC=C1)P(C1=CC=CC=C1)C1=CC=CC=C1.C1(=CC=CC=C1)P(C1=CC=CC=C1)C1=CC=CC=C1 (tetrakis-(triphenylphosphin)-palladium(0)). The solvent is C1CCOC1 (THF). Run at temperature 50 celsius, time 24 hour. Product: C1(CCCC1)\C=C(\CO)/C=1SC=C(C1)S(=O)(=O)C ((Z)-3-Cyclopentyl-2-(4-methanesulfonyl-thiophen-2-yl)-prop-2-en-1-ol). Reaction SMILES: Br[C:2]1[S:3][CH:4]=[C:5]([S:7]([CH3:10])(=[O:9])=[O:8])[CH:6]=1.[F-].[Cs+].[CH:13]1([CH:18]=[C:19](B2OC(C)(C)C(C)(C)O2)[CH2:20][OH:21])[CH2:17][CH2:16][CH2:15][CH2:14]1.O>C1COCC1.[Pd].C1(P(C2C=CC=CC=2)C2C=CC=CC=2)C=CC=CC=1.C1(P(C2C=CC=CC=2)C2C=CC=CC=2)C=CC=CC=1.C1(P(C2C=CC=CC=2)C2C=CC=CC=2)C=CC=CC=1.C1(P(C2C=CC=CC=2)C2C=CC=CC=2)C=CC=CC=1>[CH:13]1(/[CH:18]=[C:19](\[C:2]2[S:3][CH:4]=[C:5]([S:7]([CH3:10])(=[O:9])=[O:8])[CH:6]=2)/[CH2:20][OH:21])[CH2:17][CH2:16][CH2:15][CH2:14]1 |f:1.2,6.7.8.9.10|. Procedure: Add 2-bromo-4-methanesulfonyl-thiophene (241 mg, 1.0 mmol), caesium fluoride ( 304 mg, 2.0 mmol) and tetrakis-(triphenylphosphin)-palladium(0) (58 mg, 0.05 mmol) to a solution of 3-cyclopentyl-2-(4,4,5,5-tetramethyl-[1,3,2]dioxaborolan-2-yl)-prop-2-en-1-ol (252 mg, 1.0 mmol) in THF. Stir at 50° C. for 24 h, monitore completion of the reaction by LCMS. Treat the reaction mixture with water and extract with ethyl acetate. Dry organic layers over sodium sulfate and remove solvents under vacuum to o... The reactants are BrC1=CC2=C(C(C=3NC4=CC(=CC=C4C3C2=O)Cl)(C)C)C=C1OC[C@@H]1OC(OC1)(C)C (9-bromo-3-chloro-8-((S)-2,2-dimethyl-[1,3]dioxolan-4-yl methoxy)-6,6-dimethyl-5,6-dihydro-benzo[b]carbazol-11-one), C([O-])([O-])=O.[Cs+].[Cs+] (cesium carbonate), C1(CCCCC1)P(C1=C(C=CC=C1)C1=C(C=C(C=C1C(C)C)C(C)C)C(C)C)C1CCCCC1 (2-dicyclohexylphosphino-2′,4′,6′-triisopropylbiphenyl). Reagents/catalysts: [Pd](Cl)Cl.C(C)#N.C(C)#N (bis(acetonitrile) palladium (II) dichloride). Solvent: C(C)#N (acetonitrile). Reaction conditions: temperature 80 celsius, time 12 hour. Yields the product ClC1=CC=C2C=3C(C4=C(C(C3NC2=C1)(C)C)C=C(C(=C4)C#CC(C)(C)O)OC[C@@H]4OC(OC4)(C)C)=O (3-chloro-8-((S)-2,2-dimethyl-[1,3]dioxolan-4-yl methoxy)-9-(3-hydroxy-3-methyl-but-1-ynyl)-6,6-dimethyl-5,6-dihydro-benzo[b]carbazol-11-one). Yield: 689.0%. As a reaction SMILES: Br[C:2]1[C:22]([O:23][CH2:24][C@H:25]2[CH2:29][O:28][C:27]([CH3:31])([CH3:30])[O:26]2)=[CH:21][C:5]2[C:6]([CH3:20])([CH3:19])[C:7]3[NH:8][C:9]4[C:14]([C:15]=3[C:16](=[O:17])[C:4]=2[CH:3]=1)=[CH:13][CH:12]=[C:11]([Cl:18])[CH:10]=4.C(=O)([O-])[O-:33].[Cs+].[Cs+].C1(P(C2CCCCC2)[C:45]2C=CC=C[C:46]=2[C:51]2[C:56](C(C)C)=CC(C(C)C)=C[C:52]=2C(C)C)CCCCC1>[Pd](Cl)Cl.C(#N)C.C(#N)C.C(#N)C>[Cl:18][C:11]1[CH:10]=[C:9]2[C:14]([C:15]3[C:16](=[O:17])[C:4]4[CH:3]=[C:2]([C:45]#[C:46][C:51]([OH:33])([CH3:56])[CH3:52])[C:22]([O:23][CH2:24][C@H:25]5[CH2:29][O:28][C:27]([CH3:31])([CH3:30])[O:26]5)=[CH:21][C:5]=4[C:6]([CH3:20])([CH3:19])[C:7]=3[NH:8]2)=[CH:13][CH:12]=1 |f:1.2.3,5.6.7|. Procedure: To the mixture of 9-bromo-3-chloro-8-((S)-2,2-dimethyl-[1,3]dioxolan-4-yl methoxy)-6,6-dimethyl-5,6-dihydro-benzo[b]carbazol-11-one (Compound S7-1, 50 mg, 0.1 mmol), bis(acetonitrile) palladium (II) dichloride (2.6 mg, 0.01 eq.), cesium carbonate (195 mg, 6 eq.) and 2-dicyclohexylphosphino-2′,4′,6′-triisopropylbiphenyl (14.3 mg, 0.03 eq.), acetonitrile (2 mL) was added and stirred at 80° C. for 12 hr. Tar-like residues obtained after concentration under reduced pressure were purified by silica g... The reactants are CSc1ccccc1Br, COCCOC, [Na+], [Na+], O=C([O-])[O-], OB(O)c1ccc2[nH]ccc2c1. Yields the product CSc1ccccc1-c1ccc2[nH]ccc2c1. As a reaction SMILES: [Br:13][c:14]1[c:15]([S:20][CH3:21])[cH:16][cH:17][cH:18][cH:19]1.[CH3:28][O:29][CH2:30][CH2:31][O:32][CH3:33].[Na+:22].[Na+:23].[O-:24][C:25](=[O:26])[O-:27].[nH:1]1[cH:2][cH:3][c:4]2[cH:5][c:6]([B:10]([OH:11])[OH:12])[cH:7][cH:8][c:9]12>>[nH:1]1[cH:2][cH:3][c:4]2[cH:5][c:6](-[c:14]3[c:15]([S:20][CH3:21])[cH:16][cH:17][cH:18][cH:19]3)[cH:7][cH:8][c:9]12. Reactants: NC1=C(C(=O)OC)C(=CC(=N1)C1=C(C=CC=C1)O)C1CN(CCC1)C(=O)OCC1=CC=CC=C1 (methyl 2-amino-4-{1-[(benzyloxy)carbonyl]-3-piperidinyl}-6-(2-hydroxyphenyl)nicotinate). The reagents and catalysts are [Pd] (Pd—C). Run in CO (methanol), C1CCOC1 (THF). Run at time 6.5 hour. The product is NC1=NC(=CC=2C3CCCN(C(C12)=O)C3)C3=C(C=CC=C3)O (6-amino-4-(2-hydroxy-phenyl)-5,9-diazatricyclo[7.3.1.02,7]trideca-2(7),3,5-trien-8-one). Yield: 41.7%. Reaction SMILES: [NH2:1][C:2]1[N:11]=[C:10]([C:12]2[CH:17]=[CH:16][CH:15]=[CH:14][C:13]=2[OH:18])[CH:9]=[C:8]([CH:19]2[CH2:24][CH2:23][CH2:22][N:21]([C:25](OCC3C=CC=CC=3)=[O:26])[CH2:20]2)[C:3]=1C(OC)=O>CO.C1COCC1.[Pd]>[NH2:1][C:2]1[C:3]2[C:25](=[O:26])[N:21]3[CH2:20][CH:19]([CH2:24][CH2:23][CH2:22]3)[C:8]=2[CH:9]=[C:10]([C:12]2[CH:17]=[CH:16][CH:15]=[CH:14][C:13]=2[OH:18])[N:11]=1. Procedure details: To a solution of methyl 2-amino-4-{1-[(benzyloxy)carbonyl]-3-piperidinyl}-6-(2-hydroxyphenyl)nicotinate (60 mg, 0.130 mmol) in methanol (2.0 mL) and THF (1.0 mL) was added 10% Pd—C (200 mg). The mixture was stirred at room temperature under a hydrogen atmosphere (1 atm) for 6.5 hrs. The mixture was filtrated on Celite®, and washed with MEOH and THF successively. The filtrate was concentrated under reduced pressure. The residue was purified by preparative TLC (hexane:ethyl acetate, 2:1) to give 6... The reactants are [BH4-], O=C(c1ccccc1)c1ccc(NC(=O)C2CC(c3cccnc3)=NO2)cc1, CO, [Na+]. Product: O=C(Nc1ccc(C(O)c2ccccc2)cc1)C1CC(c2cccnc2)=NO1. RXN SMILES: [BH4-:1].[C:3]([c:4]1[cH:5][cH:6][cH:7][cH:8][cH:9]1)(=[O:10])[c:11]1[cH:12][cH:13][c:14]([NH:17][C:18](=[O:19])[CH:20]2[CH2:21][C:22]([c:25]3[cH:26][n:27][cH:28][cH:29][cH:30]3)=[N:23][O:24]2)[cH:15][cH:16]1.[CH3:31][OH:32].[Na+:2]>>[CH:3]([c:4]1[cH:5][cH:6][cH:7][cH:8][cH:9]1)([OH:10])[c:11]1[cH:12][cH:13][c:14]([NH:17][C:18](=[O:19])[CH:20]2[CH2:21][C:22]([c:25]3[cH:26][n:27][cH:28][cH:29][cH:30]3)=[N:23][O:24]2)[cH:15][cH:16]1. Starting materials: C1=CC(=CC(=C1)F)CC(C(=O)O)N (DL-3-fluorophenylalanine), N[C@@H](CC1=CC=CC=C1)C(=O)O (L-phenylalanine). Product: C1=CC(=CC(=C1)O)C[C@@H](C(=O)O)N (Meta-Tyrosine). RXN SMILES: [CH:1]1[CH:6]=[C:5](F)[CH:4]=[C:3]([CH2:8][CH:9]([NH2:13])[C:10]([OH:12])=[O:11])[CH:2]=1.N[C@H](C(O)=[O:24])CC1C=CC=CC=1>>[CH:1]1[CH:6]=[C:5]([OH:24])[CH:4]=[C:3]([CH2:8][C@H:9]([NH2:13])[C:10]([OH:12])=[O:11])[CH:2]=1. Procedure: DL-3-fluorophenylalanine and L-phenylalanine were purchased from Sigma (UK). Starting materials: C1COC1, CCCC(CCC)CCCC1COCCN1, CCO. Reaction SMILES: [CH2:17]1[CH2:18][CH2:19][O:20]1.[CH2:1]([CH2:2][CH3:3])[CH:4]([CH2:5][CH2:6][CH2:7][CH:8]1[CH2:9][O:10][CH2:11][CH2:12][NH:13]1)[CH2:14][CH2:15][CH3:16].[CH3:21][CH2:22][OH:23]>>[CH2:1]([CH2:2][CH3:3])[CH:4]([CH2:5][CH2:6][CH2:7][CH:8]1[CH2:9][O:10][CH2:11][CH2:12][N:13]1[CH2:17][CH2:18][CH2:19][OH:20])[CH2:14][CH2:15][CH3:16]. Yields the product CCCC(CCC)CCCC1COCCN1CCCO. Reactants: CC(C)=O, Clc1ccnc(Cl)n1, [Na+], [OH-], O, O=C(Nc1cccc(C(F)(F)F)c1)n1ccc2cc(O)ccc21, O=C(Nc1cccc(C(F)(F)F)c1)N1CCc2cc(O)ccc21. Product: O=C(Nc1cccc(C(F)(F)F)c1)n1ccc2cc(Oc3ccnc(Cl)n3)ccc21. As a reaction SMILES: [CH3:57][C:58](=[O:59])[CH3:60].[Cl:49][c:50]1[n:51][cH:52][cH:53][c:54]([Cl:56])[n:55]1.[Na+:48].[OH-:47].[OH2:61].[OH:1][c:2]1[cH:3][c:4]2[cH:5][cH:6][n:7]([C:11](=[O:12])[NH:13][c:14]3[cH:15][c:16]([C:20]([F:21])([F:22])[F:23])[cH:17][cH:18][cH:19]3)[c:8]2[cH:9][cH:10]1.[OH:24][c:25]1[cH:26][c:27]2[c:28]([cH:29][cH:30]1)[N:31]([C:32]([NH:33][c:34]1[cH:35][cH:36][cH:37][c:38]([C:39]([F:40])([F:41])[F:42])[cH:43]1)=[O:44])[CH2:45][CH2:46]2>>[O:1]([c:2]1[cH:3][c:4]2[cH:5][cH:6][n:7]([C:11](=[O:12])[NH:13][c:14]3[cH:15][c:16]([C:20]([F:21])([F:22])[F:23])[cH:17][cH:18][cH:19]3)[c:8]2[cH:9][cH:10]1)[c:54]1[cH:53][cH:52][n:51][c:50]([Cl:49])[n:55]1.